Dataset: the Open Reaction Database (ORD), a public repository of structured organic reaction records. Task: describe an organic reaction: reactants, conditions, products, and yield Starting materials: O=C([O-])[O-], COC(=O)c1sccc1NC(=O)C(F)(F)F, CI, [K+], [K+], CN(C)C=O, O. The product is COC(=O)c1sccc1N(C)C(=O)C(F)(F)F. As a reaction SMILES: [C:17](=[O:18])([O-:19])[O-:20].[CH3:1][O:2][C:3](=[O:4])[c:5]1[s:6][cH:7][cH:8][c:9]1[NH:10][C:11]([C:12]([F:13])([F:14])[F:15])=[O:16].[CH3:23][I:24].[K+:21].[K+:22].[O:26]=[CH:27][N:28]([CH3:29])[CH3:30].[OH2:25]>>[CH3:1][O:2][C:3](=[O:4])[c:5]1[s:6][cH:7][cH:8][c:9]1[N:10]([C:11]([C:12]([F:13])([F:14])[F:15])=[O:16])[CH3:17]. Starting materials: C(C)(C)(C)OC(=O)NCC(=O)NC1=CC=C(C=C1)N\C(\C1=CC=CC=C1)=C\1/C(NC2=CC=CC=C12)=O ((Z)-3-[1-(4-tert.butoxycarbonylaminomethylcarbonylamino-phenylamino)-1-phenyl-methylidene]-2-indolinone), C(C)(=O)OCC.Cl (ethyl acetate hydrogen chloride). The solvent is ClCCl (dichloromethane). Product: Cl.NCC(=O)NC1=CC=C(C=C1)N\C(\C1=CC=CC=C1)=C\1/C(NC2=CC=CC=C12)=O ((Z)-3-[1-(4-aminomethylcarbonylamino-phenylamino)-1-phenyl-methylidene]-2-indolinone-hydrochloride). RXN SMILES: C(OC([NH:8][CH2:9][C:10]([NH:12][C:13]1[CH:18]=[CH:17][C:16]([NH:19]/[C:20](=[C:27]2\[C:28](=[O:36])[NH:29][C:30]3[C:35]\2=[CH:34][CH:33]=[CH:32][CH:31]=3)/[C:21]2[CH:26]=[CH:25][CH:24]=[CH:23][CH:22]=2)=[CH:15][CH:14]=1)=[O:11])=O)(C)(C)C.C(OCC)(=O)C.[ClH:43]>ClCCl>[ClH:43].[NH2:8][CH2:9][C:10]([NH:12][C:13]1[CH:14]=[CH:15][C:16]([NH:19]/[C:20](=[C:27]2\[C:28](=[O:36])[NH:29][C:30]3[C:35]\2=[CH:34][CH:33]=[CH:32][CH:31]=3)/[C:21]2[CH:26]=[CH:25][CH:24]=[CH:23][CH:22]=2)=[CH:17][CH:18]=1)=[O:11] |f:1.2,4.5|. Procedure details: Prepared analogously to Example 29a from (Z)-3-[1-(4-tert.butoxycarbonylaminomethylcarbonylamino-phenylamino)-1-phenyl-methylidene]-2-indolinone and ethyl acetate/hydrogen chloride in dichloromethane. Reactants: Cc1nccn1-c1ccc(CCl)cc1, Cl, NC(=O)C1(c2cccc(O)c2)CCOCC1. Product: Cc1nccn1-c1ccc(COc2cccc(C3(C(N)=O)CCOCC3)c2)cc1. As a reaction SMILES: [CH3:18][c:19]1[n:20](-[c:24]2[cH:25][cH:26][c:27]([CH2:28][Cl:29])[cH:30][cH:31]2)[cH:21][cH:22][n:23]1.[ClH:17].[OH:1][c:2]1[cH:3][c:4]([C:8]2([C:14](=[O:15])[NH2:16])[CH2:9][CH2:10][O:11][CH2:12][CH2:13]2)[cH:5][cH:6][cH:7]1>>[O:1]([c:2]1[cH:3][c:4]([C:8]2([C:14](=[O:15])[NH2:16])[CH2:9][CH2:10][O:11][CH2:12][CH2:13]2)[cH:5][cH:6][cH:7]1)[CH2:28][c:27]1[cH:26][cH:25][c:24](-[n:20]2[c:19]([CH3:18])[n:23][cH:22][cH:21]2)[cH:31][cH:30]1.